Dataset: the Open Reaction Database (ORD), a public repository of structured organic reaction records. Task: describe an organic reaction: reactants, conditions, products, and yield Reactants: CC(C)([O-])C.[Na+] (sodium t-butoxide), BrC(C(F)(F)F)Cl (1-Bromo-1-chloro-2,2,2-trifluorethane), C(C=C(C)C)=O (senecialdehyde). Solvent: O1CCCC1 (Tetrahydrofuran). Conditions: temperature -60 celsius. The product is BrC(C(C=C(C)C)O)(C(F)(F)F)Cl (5-bromo-5-chloro-4-hydroxy-2-methyl-6,6,6-trifluorohex-2-ene). The yield is 73.8%. Reaction SMILES: CC(C)([O-])C.[Na+].[Br:7][CH:8]([Cl:13])[C:9]([F:12])([F:11])[F:10].[CH:14](=[O:19])[CH:15]=[C:16]([CH3:18])[CH3:17]>O1CCCC1>[Br:7][C:8]([Cl:13])([C:9]([F:12])([F:11])[F:10])[CH:14]([OH:19])[CH:15]=[C:16]([CH3:18])[CH3:17] |f:0.1|. Procedure details: Tetrahydrofuran (230 ml) and sodium t-butoxide (57.6 g; 40% w/v solution in dimethylformamide) was charged to a split-neck reaction flask, and cooled to -60° C. with stirring. 1-Bromo-1-chloro-2,2,2-trifluorethane (47.6 g) and senecialdehyde (20.9 g) were charged simultaneously over 25 minutes, then the mixture was stirred at -60° C. for a further 30 minutes. On completion of reaction, the mass was quenched by controlled addition of saturated ammonium chloride solution (120 ml). Hexane (500 ml) ... Reactants: CO (MeOH), O.[C@@H]1(C[C@H](O)[C@@H](CO)O1)N1C=NC=2C(N)=NC=NC12 (2′-Deoxyadenosine monohydrate), CCOC(=O)C.CO (EtOAc MeOH), ClCC=O (chloroacetaldehyde). Run in C(C)(=O)[O-].[Na+] (sodium acetate). Reaction conditions: time 70 hour. The product is [C@@H]1(C[C@H](O)[C@H](O1)CO)N1C=2N=CN3C(C2N=C1)=NC=C3 (3-(2-Deoxy-β-D-erythro-pentofuranosyl)-3H-imidazo[2,1-i]purine). RXN SMILES: O.[C@@H:2]1([N:10]2[C:19]3[N:18]=[CH:17][N:16]=[C:14]([NH2:15])[C:13]=3[N:12]=[CH:11]2)[O:9][C@H:6]([CH2:7][OH:8])[C@@H:4]([OH:5])[CH2:3]1.Cl[CH2:21][CH:22]=O.CCOC(C)=O.CO.CO>C([O-])(=O)C.[Na+]>[C@@H:2]1([N:10]2[CH:11]=[N:12][C:13]3[C:14]4=[N:15][CH:21]=[CH:22][N:16]4[CH:17]=[N:18][C:19]2=3)[O:9][C@H:6]([CH2:7][OH:8])[C@@H:4]([OH:5])[CH2:3]1 |f:0.1,3.4,6.7|. Reported procedure: 2′-Deoxyadenosine monohydrate (1) (5.0 g, 20 mmol) was dissolved in 1M aq. sodium acetate buffer (pH 4.5–5.0, 110 mL) by warming to 40–50° C. To the solution chloroacetaldehyde (50% aq. soln, 7.7 mol/L, 25 mL) was added, and the reaction mixture was stirred for 70 h at room temperature. The yellow solution was evaporated to dryness, and the residue was dissolved in MeOH and filtered to remove inorganic salt. After washing with MeOH the combined filtrate and washings were concentrated in vacuo at...